This data is from the Open Reaction Database (ORD), a public repository of structured organic reaction records. The task is: describe an organic reaction: reactants, conditions, products, and yield Starting materials: M−Si(CH3)2C(CH3)3, C(C)(C)(C)OC(NC(C(N(C)OC)=O)C1=CC(=C(C=C1)C)F)=O (rac-[(3-fluoro-4-methyl-phenyl)-(methoxy-methyl-carbamoyl)-methyl]-carbamic acid tert-butyl ester), C(C)(C)(C)OC(NC(C(N(C)OC)=O)C1=CC(=C(C=C1)C)F)=O (rac-[(3-fluoro-4-methyl-phenyl)-(methoxy-methyl-carbamoyl)-methyl]-carbamic acid tert-butyl ester), BrC1=CC=C(O[Si](C)(C)C(C)(C)C)C=C1 ((4-bromo-phenoxy)-tert-butyl-dimethyl-silane). The product is C(C)(C)(C)OC(NC(C(=O)C1=CC=C(C=C1)O[Si](C)(C)C(C)(C)C)C1=CC(=C(C=C1)C)F)=O (rac-[2-[4-(tert-Butyl-dimethyl-silanyloxy)-phenyl]-1-(3-fluoro-4-methyl-phenyl)-2-oxo-ethyl]-carbamic acid tert-butyl ester). As a reaction SMILES: [C:1]([O:5][C:6](=[O:23])[NH:7][CH:8]([C:15]1[CH:20]=[CH:19][C:18]([CH3:21])=[C:17]([F:22])[CH:16]=1)[C:9](=[O:14])N(OC)C)([CH3:4])([CH3:3])[CH3:2].Br[C:25]1[CH:38]=[CH:37][C:28]([O:29][Si:30]([C:33]([CH3:36])([CH3:35])[CH3:34])([CH3:32])[CH3:31])=[CH:27][CH:26]=1>>[C:1]([O:5][C:6](=[O:23])[NH:7][CH:8]([C:15]1[CH:20]=[CH:19][C:18]([CH3:21])=[C:17]([F:22])[CH:16]=1)[C:9]([C:25]1[CH:38]=[CH:37][C:28]([O:29][Si:30]([C:33]([CH3:36])([CH3:35])[CH3:34])([CH3:31])[CH3:32])=[CH:27][CH:26]=1)=[O:14])([CH3:2])([CH3:3])[CH3:4]. Procedure: The title compound was prepared from rac-[(3-fluoro-4-methyl-phenyl)-(methoxy-methyl-carbamoyl)-methyl]-carbamic acid tert-butyl ester (Intermediate 7) and (4-bromo-phenoxy)-tert-butyl-dimethyl-silane in analogy to Example 1a): MS (ISP): 358.3 ((M−Si(CH3)2C(CH3)3)+H)+ (100%).